This data is from the Open Reaction Database (ORD), a public repository of structured organic reaction records. The task is: describe an organic reaction: reactants, conditions, products, and yield Starting materials: CO, [H][H], O=C(Nc1ccc(Br)c(C(F)(F)F)c1)c1ccccc1[N+](=O)[O-]. Yields the product Nc1ccccc1C(=O)Nc1ccc(Br)c(C(F)(F)F)c1. Reaction SMILES: [CH3:26][OH:27].[H:24][H:25].[N+:1]([O-:2])(=[O:3])[c:4]1[c:5]([C:6](=[O:7])[NH:8][c:9]2[cH:10][c:11]([C:16]([F:17])([F:18])[F:19])[c:12]([Br:15])[cH:13][cH:14]2)[cH:20][cH:21][cH:22][cH:23]1>>[NH2:1][c:4]1[c:5]([C:6](=[O:7])[NH:8][c:9]2[cH:10][c:11]([C:16]([F:17])([F:18])[F:19])[c:12]([Br:15])[cH:13][cH:14]2)[cH:20][cH:21][cH:22][cH:23]1. The reactants are CC1=C(C=CC=C1)/C=C/C=1N=C2N(C(C1CCC)=O)C=C(C=C2)C(=O)O (2-trans-[2-(2-methyl-phenyl)-ethenyl]-3-propyl-4-oxo-4H-pyrido[1,2-a]pyrimidine-7-carboxylic acid), ClCCN(CC)CC (1-chloro-2-(diethylamino)ethane), C(=O)([O-])[O-].[K+].[K+] (K2CO3). The solvent is CN(C=O)C (dimethylformamide). Run at temperature 50 celsius, time 8 hour. The product is CC1=C(C=CC=C1)/C=C/C=1N=C2N(C(C1CCC)=O)C=C(C=C2)C(=O)OCCN(CC)CC (2-trans-[2-(2-methyl-phenyl)-ethenyl]-3-propyl-4-oxo-4H-pyrido[1,2-a]pyrimidine-7-carboxylic acid, 2-diethylamino-ethyl ester). Yield: 45.4%. RXN SMILES: [CH3:1][C:2]1[CH:7]=[CH:6][CH:5]=[CH:4][C:3]=1/[CH:8]=[CH:9]/[C:10]1[N:11]=[C:12]2[CH:23]=[CH:22][C:21]([C:24]([OH:26])=[O:25])=[CH:20][N:13]2[C:14](=[O:19])[C:15]=1[CH2:16][CH2:17][CH3:18].Cl[CH2:28][CH2:29][N:30]([CH2:33][CH3:34])[CH2:31][CH3:32].C([O-])([O-])=O.[K+].[K+]>CN(C)C=O>[CH3:1][C:2]1[CH:7]=[CH:6][CH:5]=[CH:4][C:3]=1/[CH:8]=[CH:9]/[C:10]1[N:11]=[C:12]2[CH:23]=[CH:22][C:21]([C:24]([O:26][CH2:28][CH2:29][N:30]([CH2:33][CH3:34])[CH2:31][CH3:32])=[O:25])=[CH:20][N:13]2[C:14](=[O:19])[C:15]=1[CH2:16][CH2:17][CH3:18] |f:2.3.4|. Procedure details: 2-trans-[2-(2-methyl-phenyl)-ethenyl]-3-propyl-4-oxo-4H-pyrido[1,2-a]pyrimidine-7-carboxylic acid (3.6 g) was reacted with 1-chloro-2-(diethylamino)ethane (2.7 g) and anhydrous K2CO3 (2.8 g) in dimethylformamide (40 ml) under stirring at 50° C. for 8 hours. After dilution with water, the precipitate was filtered off and washed with water until neutral: crystallization from isopropyl ether gave 2.1 g of 2-trans-[2-(2-methyl-phenyl)-ethenyl]-3-propyl-4-oxo-4H-pyrido[1,2-a]pyrimidine-7-carboxylic a... The reactants are 10(D), BrCCC(CCCC(C)(C)OC)C (1-bromo-7-methoxy-3,7-dimethyloctane), CS(=O)(=O)C1=CC=C(C=C1)O (4-(methylsulfonyl)phenol). The product is COC(CCCC(CCOC1=CC=C(C=C1)S(=O)(=O)C)C)(C)C (1-(7'-methoxy-3',7'-dimethyloctyloxy)-4-(methylsulfonyl)benzene). RXN SMILES: Br[CH2:2][CH2:3][CH:4]([CH3:13])[CH2:5][CH2:6][CH2:7][C:8]([O:11][CH3:12])([CH3:10])[CH3:9].[CH3:14][S:15]([C:18]1[CH:23]=[CH:22][C:21]([OH:24])=[CH:20][CH:19]=1)(=[O:17])=[O:16]>>[CH3:12][O:11][C:8]([CH3:10])([CH3:9])[CH2:7][CH2:6][CH2:5][CH:4]([CH3:13])[CH2:3][CH2:2][O:24][C:21]1[CH:20]=[CH:19][C:18]([S:15]([CH3:14])(=[O:17])=[O:16])=[CH:23][CH:22]=1. Reported procedure: By use of the process of either Example 1(B) or 10(D), 1-bromo-7-methoxy-3,7-dimethyloctane is reacted with 4-(methylsulfonyl)phenol to yield 1-(7'-methoxy-3',7'-dimethyloctyloxy)-4-(methylsulfonyl)benzene. ##STR16## Reactants: CC(=O)Nc1cc(C)c([N+](=O)[O-])c(C)c1[N+](=O)[O-], C[O-], CO, [Na+]. The product is Cc1cc(N)c([N+](=O)[O-])c(C)c1[N+](=O)[O-]. RXN SMILES: [C:1](=[O:2])([CH3:3])[NH:4][c:5]1[c:6]([N+:16](=[O:17])[O-:18])[c:7]([CH3:15])[c:8]([N+:12](=[O:13])[O-:14])[c:9]([CH3:11])[cH:10]1.[CH3:19][O-:20].[CH3:22][OH:23].[Na+:21]>>[NH2:4][c:5]1[c:6]([N+:16](=[O:17])[O-:18])[c:7]([CH3:15])[c:8]([N+:12](=[O:13])[O-:14])[c:9]([CH3:11])[cH:10]1. Reactants: COc1ccc(Br)cc1, CC(C)(C)[O-], ClCCl, [Na+], C1COCCO1, O=C(C=Cc1ccccc1)C=Cc1ccccc1, O=C(C=Cc1ccccc1)C=Cc1ccccc1, O=C(C=Cc1ccccc1)C=Cc1ccccc1, [Pd], [Pd], Nc1ccc(-c2ccccc2)c2ccccc12. Product: COc1ccc(Nc2ccc(-c3ccccc3)c3ccccc23)cc1. RXN SMILES: [Br:7][c:8]1[cH:9][cH:10][c:11]([O:14][CH3:15])[cH:12][cH:13]1.[CH3:1][C:2]([CH3:3])([O-:4])[CH3:5].[Cl:39][CH2:40][Cl:41].[Na+:6].[O:33]1[CH2:34][CH2:35][O:36][CH2:37][CH2:38]1.[O:44]=[C:45]([CH:46]=[CH:47][c:48]1[cH:49][cH:50][cH:51][cH:52][cH:53]1)[CH:54]=[CH:55][c:56]1[cH:57][cH:58][cH:59][cH:60][cH:61]1.[O:62]=[C:63]([CH:64]=[CH:65][c:66]1[cH:67][cH:68][cH:69][cH:70][cH:71]1)[CH:72]=[CH:73][c:74]1[cH:75][cH:76][cH:77][cH:78][cH:79]1.[O:80]=[C:81]([CH:82]=[CH:83][c:84]1[cH:85][cH:86][cH:87][cH:88][cH:89]1)[CH:90]=[CH:91][c:92]1[cH:93][cH:94][cH:95][cH:96][cH:97]1.[Pd:42].[Pd:43].[c:16]1(-[c:22]2[cH:23][cH:24][c:25]([NH2:32])[c:26]3[cH:27][cH:28][cH:29][cH:30][c:31]23)[cH:17][cH:18][cH:19][cH:20][cH:21]1>>[c:8]1([NH:32][c:25]2[cH:24][cH:23][c:22](-[c:16]3[cH:17][cH:18][cH:19][cH:20][cH:21]3)[c:31]3[c:26]2[cH:27][cH:28][cH:29][cH:30]3)[cH:9][cH:10][c:11]([O:14][CH3:15])[cH:12][cH:13]1. Starting materials: CC1(C)C(C(=O)O)C1(C)C, CNOC. The reagents and catalysts are CN1CC[N+](=C1Cl)C.F[P-](F)(F)(F)(F)F (CIP), CCN(C(C)C)C(C)C (DIPEA), C1=CC2=C(N=C1)N(N=N2)O (HOAt). Solvent: CN(C)C=O (DMF), CN(C)C=O (DMF), CN(C)C=O (DMF), CN(C)C=O (DMF), CN(C)C=O (DMF), CN(C)C=O (DMF). Run at temperature 25 celsius, time 2 hour. Yields the product CON(C)C(=O)C1C(C)(C)C1(C)C. The yield is 1.8%. Reaction SMILES: CNOC.CC1(C)C(C(=O)O)C1(C)C.CN1CC[N+](=C1Cl)C.F[P-](F)(F)(F)(F)F.C1=CC2=C(N=C1)N(N=N2)O.CCN(C(C)C)C(C)C.CN(C)C=O>>CON(C)C(=O)C1C(C)(C)C1(C)C. The reactants are C(C)OC(=O)C1=NC(=CC(=C1)Br)C (4-Bromo-6-methyl-pyridine-2-carboxylic acid ethyl ester), NC=1SC=C(N1)C (2-Amino-4-methylthiazole), solution, C[Al](C)C (trimethylaluminium). Run in O1CCOCC1 (dioxane), O1CCOCC1 (dioxane), CCCCCC (hexane). Run at time 30 minute. The product is CC=1N=C(SC1)NC(=O)C1=NC(=CC(=C1)Br)C (4-Bromo-6-methyl-pyridine-2-carboxylic acid (4-methyl-thiazol-2-yl)-amide). The yield is 78.6%. As a reaction SMILES: [NH2:1][C:2]1[S:3][CH:4]=[C:5]([CH3:7])[N:6]=1.C[Al](C)C.C([O:14][C:15]([C:17]1[CH:22]=[C:21]([Br:23])[CH:20]=[C:19]([CH3:24])[N:18]=1)=O)C>O1CCOCC1.CCCCCC>[CH3:7][C:5]1[N:6]=[C:2]([NH:1][C:15]([C:17]2[CH:22]=[C:21]([Br:23])[CH:20]=[C:19]([CH3:24])[N:18]=2)=[O:14])[S:3][CH:4]=1. Procedure: To a solution of 3.72 g (32.6 mmol) of 2-Amino-4-methylthiazole in 40 ml of dry dioxane were added dropwise 15.9 ml (31.8 mmol, 4.0 equiv.) of a 2M solution of trimethylaluminium in hexane. The solution was stirred for 30 min at room temperature. Then a solution of 1.94 g (7.95 mmol) of 4-Bromo-6-methyl-pyridine-2-carboxylic acid ethyl ester in 6 ml of dry dioxane was added dropwise and the reaction was heated to 100° C. for 1.5 h. The reaction was quenched by cautious addition of 2.5 ml of wate... Reactants: O=S1(N=C(NC2=C1C=CC=C2)C2=C(C1=C(N(C2=O)N=CC(C)C)C=CS1)O)=O (6-(1,1-dioxido-4H-1,2,4-benzothiadiazin-3-yl)-7-hydroxy-4-{[2-methylpropylidene]amino}thieno[3,2-b]pyridin-5(4H)-one), CO (methanol), solution, [BH4-].[Li+] (lithium borohydride), O1CCCC1 (tetrahydrofuran), O1CCCC1 (tetrahydrofuran), Cl (hydrochloric acid). Solvent: O (water). Run at temperature 25 celsius, time 1 hour. Yields the product O=S1(N=C(NC2=C1C=CC=C2)C2=C(C1=C(N(C2=O)NC(CC)CC)C=CS1)O)=O (6-(1,1-dioxido-4H-1,2,4-benzothiadiazin-3-yl)-4-[(1-ethylpropyl)amino]-7-hydroxythieno[3,2-b]pyridin-5(4H)-one). Reaction SMILES: [O:1]=[S:2]1(=[O:28])[C:7]2[CH:8]=[CH:9][CH:10]=[CH:11][C:6]=2[NH:5][C:4]([C:12]2[C:17](=[O:18])[N:16]([N:19]=[CH:20][CH:21]([CH3:23])C)[C:15]3[CH:24]=[CH:25][S:26][C:14]=3[C:13]=2[OH:27])=[N:3]1.CO.[BH4-].[Li+].Cl.O1CC[CH2:36][CH2:35]1>O>[O:1]=[S:2]1(=[O:28])[C:7]2[CH:8]=[CH:9][CH:10]=[CH:11][C:6]=2[NH:5][C:4]([C:12]2[C:17](=[O:18])[N:16]([NH:19][CH:20]([CH2:35][CH3:36])[CH2:21][CH3:23])[C:15]3[CH:24]=[CH:25][S:26][C:14]=3[C:13]=2[OH:27])=[N:3]1 |f:2.3|. Procedure: The product of Example 269A (0.08 g, 0.18 mmol) in tetrahydrofuran (7 mL) and methanol (0.015 mL, 0.36 mmol) at 0° C. was treated dropwise with a 2.0M solution of lithium borohydride in tetrahydrofuran (0.135 mL, 0.27 mmol). The reaction was stirred at 25° C. for 1 hour, acidified with 1M hydrochloric acid a pH of approximately 2-4, diluted with water (10 mL), and the resulting precipitate was collected by filtration and dried. The crude product was chromatographed on silica gel with 98:2 dichlo... As a reaction SMILES: [C:33](=[O:34])([O-:35])[O-:36].[CH3:45][c:46]1[cH:47][cH:48][cH:49][cH:50][cH:51]1.[CH:39]1([NH2:44])[CH2:40][CH2:41][CH2:42][CH2:43]1.[Cl:1][c:2]1[c:3]([C:29]([F:30])([F:31])[F:32])[cH:4][cH:5][c:6]2[n:7]1[n:8][c:9](-[c:22]1[cH:23][cH:24][c:25]([F:28])[cH:26][cH:27]1)[c:10]2-[c:11]1[n:12][c:13]([N:17]2[CH2:18][CH2:19][CH2:20][CH2:21]2)[n:14][cH:15][cH:16]1.[Cs+:37].[Cs+:38].[O-:53][C:54]([CH3:55])=[O:56].[O-:57][C:58]([CH3:59])=[O:60].[Pd+2:52]>>[c:2]1([NH:44][CH:39]2[CH2:40][CH2:41][CH2:42][CH2:43]2)[c:3]([C:29]([F:30])([F:31])[F:32])[cH:4][cH:5][c:6]2[n:7]1[n:8][c:9](-[c:22]1[cH:23][cH:24][c:25]([F:28])[cH:26][cH:27]1)[c:10]2-[c:11]1[n:12][c:13]([N:17]2[CH2:18][CH2:19][CH2:20][CH2:21]2)[n:14][cH:15][cH:16]1. The product is Fc1ccc(-c2nn3c(NC4CCCC4)c(C(F)(F)F)ccc3c2-c2ccnc(N3CCCC3)n2)cc1. The reactants are O=C([O-])[O-], Cc1ccccc1, NC1CCCC1, Fc1ccc(-c2nn3c(Cl)c(C(F)(F)F)ccc3c2-c2ccnc(N3CCCC3)n2)cc1, [Cs+], [Cs+], CC(=O)[O-], CC(=O)[O-], [Pd+2].